This data is from the Open Reaction Database (ORD), a public repository of structured organic reaction records. The task is: describe an organic reaction: reactants, conditions, products, and yield The reactants are CCN=C=NCCCN(C)C, CN(C)C=O, Cl, O=C(O)c1cccc(C(F)(F)F)c1F, Nc1cccc(Oc2ccc3nc(NC(=O)C4CC4)cn3n2)c1, On1nnc2ccccc21. Yields the product O=C(Nc1cccc(Oc2ccc3nc(NC(=O)C4CC4)cn3n2)c1)c1cccc(C(F)(F)F)c1F. RXN SMILES: [CH2:49]([N:50]=[C:51]=[N:52][CH2:53][CH2:54][CH2:55][N:56]([CH3:57])[CH3:58])[CH3:59].[CH3:60][N:61]([CH3:62])[CH:63]=[O:64].[ClH:48].[F:24][c:25]1[c:26]([C:27](=[O:28])[OH:29])[cH:30][cH:31][cH:32][c:33]1[C:34]([F:35])([F:36])[F:37].[NH2:1][c:2]1[cH:3][c:4]([O:5][c:6]2[cH:7][cH:8][c:9]3[n:10]([n:11]2)[cH:12][c:13]([NH:15][C:16](=[O:17])[CH:18]2[CH2:19][CH2:20]2)[n:14]3)[cH:21][cH:22][cH:23]1.[OH:38][n:39]1[c:40]2[cH:41][cH:42][cH:43][cH:44][c:45]2[n:46][n:47]1>>[NH:1]([c:2]1[cH:3][c:4]([O:5][c:6]2[cH:7][cH:8][c:9]3[n:10]([n:11]2)[cH:12][c:13]([NH:15][C:16](=[O:17])[CH:18]2[CH2:19][CH2:20]2)[n:14]3)[cH:21][cH:22][cH:23]1)[C:27]([c:26]1[c:25]([F:24])[c:33]([C:34]([F:35])([F:36])[F:37])[cH:32][cH:31][cH:30]1)=[O:28].